The task is: describe an organic reaction: reactants, conditions, products, and yield. This data is from the Open Reaction Database (ORD), a public repository of structured organic reaction records. Solvent: CO (MeOH). Reactants: [N+](=O)([O-])C1=C2C(CNC2=CC=C1)CC(=O)OC (methyl (4-nitro-2,3-dihydro-1H-indol-3-yl)-acetate), [H][H] (hydrogen). The reagents and catalysts are [Ni] (Raney nickel). Yields the product NC1=C2C(CNC2=CC=C1)CC(=O)OC (methyl (4-amino-2,3-dihydro-1H-indol-3-yl)acetate). As a reaction SMILES: [N+:1]([C:4]1[CH:12]=[CH:11][CH:10]=[C:9]2[C:5]=1[CH:6]([CH2:13][C:14]([O:16][CH3:17])=[O:15])[CH2:7][NH:8]2)([O-])=O.[H][H]>CO.[Ni]>[NH2:1][C:4]1[CH:12]=[CH:11][CH:10]=[C:9]2[C:5]=1[CH:6]([CH2:13][C:14]([O:16][CH3:17])=[O:15])[CH2:7][NH:8]2. Reported procedure: 2.0 g (8.5 mmol) methyl (4-nitro-2,3-dihydro-1H-indol-3-yl)-acetate in 70 mL MeOH were combined with 0.30 g Raney nickel and hydrogenated for 2 h in a hydrogen atmosphere. The catalyst was removed by suction filtering and the solution was concentrated by rotary evaporation. The residue was immediately reacted further without further purification. Reactants: C(C)(C)(C)OC(=O)N1C(O[C@@H]([C@H]1C(=O)O)C)(C)C ((4S,5R)-3-(tert-butoxycarbonyl)-2,2,5-trimethyl-1,3-oxazolidine-4-carboxylic acid), NC=1C(=C(C=CC1N)C1=CC(=C(C=C1)C#N)F)Cl (3′,4′-diamino-2′-chloro-3-fluorobiphenyl-4-carbonitrile). The product is N[C@@H]([C@@H](C)O)C1=NC2=C(N1)C=CC(=C2Cl)C2=CC(=C(C#N)C=C2)F (4-{2-[(1R,2R)-1-Amino-2-hydroxypropyl]-4-chloro-1H-benzimidazol-5-yl}-2-fluorobenzonitrile). As a reaction SMILES: C(OC([N:8]1[C@H:12]([C:13](O)=O)[C@@H:11]([CH3:16])[O:10]C1(C)C)=O)(C)(C)C.[NH2:19][C:20]1[C:21]([Cl:36])=[C:22]([C:27]2[CH:32]=[CH:31][C:30]([C:33]#[N:34])=[C:29]([F:35])[CH:28]=2)[CH:23]=[CH:24][C:25]=1[NH2:26]>>[NH2:8][C@H:12]([C:13]1[NH:26][C:25]2[CH:24]=[CH:23][C:22]([C:27]3[CH:32]=[CH:31][C:30]([C:33]#[N:34])=[C:29]([F:35])[CH:28]=3)=[C:21]([Cl:36])[C:20]=2[N:19]=1)[C@H:11]([OH:10])[CH3:16]. Procedure details: The title compound was prepared according to Method 4 using (4S,5R)-3-(tert-butoxycarbonyl)-2,2,5-trimethyl-1,3-oxazolidine-4-carboxylic acid (Preparation 57) and 3′,4′-diamino-2′-chloro-3-fluorobiphenyl-4-carbonitrile (Preparation 80). The final residue was purified using silica gel column chromatography eluting with DCM:MeOH (7N NH3), 97:3 to 93:7 and freeze dried for 18 hours. The yield is 68.7%. As a reaction SMILES: [OH:1][C:2]1[C:3]([C:13]([OH:15])=O)=[CH:4][CH:5]=[C:6]2[C:11]=1[N:10]=[C:9]([CH3:12])[CH:8]=[CH:7]2.[Cl:16][C:17]1[CH:24]=[CH:23][C:20]([CH2:21][NH2:22])=[CH:19][CH:18]=1.Cl.CN(C)CCCN=C=NCC.O.ON1C2C=CC=CC=2N=N1>CN(C=O)C>[Cl:16][C:17]1[CH:24]=[CH:23][C:20]([CH2:21][NH:22][C:13]([C:3]2[C:2]([OH:1])=[C:11]3[C:6]([CH:7]=[CH:8][C:9]([CH3:12])=[N:10]3)=[CH:5][CH:4]=2)=[O:15])=[CH:19][CH:18]=1 |f:2.3,4.5|. Product: ClC1=CC=C(C=C1)CNC(=O)C1=CC=C2C=CC(=NC2=C1O)C (N-[(4-Chlorophenyl)methyl]-8-hydroxy-2-methyl-7-quinolinecarboxamide). Solvent: CN(C)C=O (DMF). Reactants: ice water, OC=1C(=CC=C2C=CC(=NC12)C)C(=O)O (8-hydroxy-2-methylquinoline-7-carboxylic acid), ClC1=CC=C(CN)C=C1 (4-chlorobenzylamine), Cl.CN(CCCN=C=NCC)C (1-(3-dimethylaminopropyl)-3-ethylcarbodiimide hydrochloride), O.ON1N=NC2=C1C=CC=C2 (1-hydroxybenzotriazole monohydrate). Procedure: To a solution of 8-hydroxy-2-methylquinoline-7-carboxylic acid (0.305 g) of Preparation 5 and 4-chlorobenzylamine (0.219 g) in 20 mL DMF is added 1-(3-dimethylaminopropyl)-3-ethylcarbodiimide hydrochloride (0.305 g) and 1-hydroxybenzotriazole monohydrate (0.217 g). The mixture is stirred overnight. The solution is then poured into 30 mL ice-water. The resulting solid is collected and dried to yield 0.337 g of the title product as an off-white solid. Reaction conditions: time 8 hour. Reactants: C=O, CCC(C)=O, [Cl-], CC(C)Cc1ccc(C(C)Cl)cc1, Cl, c1ccc(P(c2ccccc2)c2ccccc2)cc1. Yields the product CC(C)Cc1ccc(C(C)C(=O)O)cc1. Reaction SMILES: [C:35]=[O:36].[CH2:37]([C:39]([CH3:38])=[O:40])[CH3:41].[Cl-:14].[Cl:1][CH:2]([CH3:3])[c:4]1[cH:5][cH:6][c:7]([CH2:10][CH:11]([CH3:12])[CH3:13])[cH:8][cH:9]1.[ClH:15].[c:16]1([P:17]([c:18]2[cH:19][cH:20][cH:21][cH:22][cH:23]2)[c:24]2[cH:25][cH:26][cH:27][cH:28][cH:29]2)[cH:30][cH:31][cH:32][cH:33][cH:34]1>>[CH:2]([CH3:3])([c:4]1[cH:5][cH:6][c:7]([CH2:10][CH:11]([CH3:12])[CH3:13])[cH:8][cH:9]1)[C:39]([OH:36])=[O:40].